Dataset: the Open Reaction Database (ORD), a public repository of structured organic reaction records. Task: describe an organic reaction: reactants, conditions, products, and yield Reactants: N1=NC=CC2=C1OCC2N (5,6-dihydrofuro[2,3-c]pyridazin-5-amine), CON=C1COC2=C(N=CC=C21)C2CC2 (7-cyclopropylfuro[2,3-c]pyridin-3(2H)-one O-methyl oxime). Yields the product C1(CC1)C=1N=CC=C2C1OCC2N (7-cyclopropyl-2,3-dihydrofuro[2,3-c]pyridin-3-amine). RXN SMILES: N1C2OCC(N)C=2C=CN=1.CO[N:13]=[C:14]1[C:22]2[C:17](=[C:18]([CH:23]3[CH2:25][CH2:24]3)[N:19]=[CH:20][CH:21]=2)[O:16][CH2:15]1>>[CH:23]1([C:18]2[N:19]=[CH:20][CH:21]=[C:22]3[CH:14]([NH2:13])[CH2:15][O:16][C:17]=23)[CH2:25][CH2:24]1. Procedure details: This compound was prepared using a method analogous to that of 5,6-dihydrofuro[2,3-c]pyridazin-5-amine (A.2.3.4), 7-cyclopropylfuro[2,3-c]pyridin-3(2H)-one O-methyl oxime replacing furo[2,3-c]pyridazin-5(6H)-one O-methyl oxime; Reaction SMILES: [Br:14][c:15]1[cH:16][n:17][n:18]2[c:19]1[n:20][cH:21][c:22](-[c:24]1[cH:25][n:26][n:27]([CH3:29])[cH:28]1)[cH:23]2.[C:35](=[O:36])([O-:37])[O-:38].[CH3:1][O:2][C:3](=[O:4])[c:5]1[cH:6][cH:7][c:8]([B:11]([OH:12])[OH:13])[cH:9][cH:10]1.[Na+:39].[Na+:40].[O:30]=[CH:31][N:32]([CH3:33])[CH3:34].[OH2:118].[cH:41]1[cH:42][cH:43][c:44]([P:45]([Pd:46]([P:47]([c:48]2[cH:49][cH:50][cH:51][cH:52][cH:53]2)([c:54]2[cH:55][cH:56][cH:57][cH:58][cH:59]2)[c:60]2[cH:61][cH:62][cH:63][cH:64][cH:65]2)([P:66]([c:67]2[cH:68][cH:69][cH:70][cH:71][cH:72]2)([c:73]2[cH:74][cH:75][cH:76][cH:77][cH:78]2)[c:79]2[cH:80][cH:81][cH:82][cH:83][cH:84]2)[P:85]([c:86]2[cH:87][cH:88][cH:89][cH:90][cH:91]2)([c:92]2[cH:93][cH:94][cH:95][cH:96][cH:97]2)[c:98]2[cH:99][cH:100][cH:101][cH:102][cH:103]2)([c:104]2[cH:105][cH:106][cH:107][cH:108][cH:109]2)[c:110]2[cH:111][cH:112][cH:113][cH:114][cH:115]2)[cH:116][cH:117]1>>[CH3:1][O:2][C:3](=[O:4])[c:5]1[cH:6][cH:7][c:8](-[c:15]2[cH:16][n:17][n:18]3[c:19]2[n:20][cH:21][c:22](-[c:24]2[cH:25][n:26][n:27]([CH3:29])[cH:28]2)[cH:23]3)[cH:9][cH:10]1. Product: COC(=O)c1ccc(-c2cnn3cc(-c4cnn(C)c4)cnc23)cc1. The reactants are Cn1cc(-c2cnc3c(Br)cnn3c2)cn1, O=C([O-])[O-], COC(=O)c1ccc(B(O)O)cc1, [Na+], [Na+], CN(C)C=O, O, c1ccc(P(c2ccccc2)(c2ccccc2)[Pd](P(c2ccccc2)(c2ccccc2)c2ccccc2)(P(c2ccccc2)(c2ccccc2)c2ccccc2)P(c2ccccc2)(c2ccccc2)c2ccccc2)cc1. Reactants: 2,3,4,5- and 2,3,5,6-tetrachloroaniline, ClC1=C(C(=C(C(=C1N)Cl)Cl)Cl)Cl (pentachloroaniline), C1(=CC=CC=C1)O (phenol), [H][H] (hydrogen). Reagents/catalysts: [Pd] (palladium/charcoal), [Ta] (tantalum). The solvent is O (water). Product: ClC=1C=C(N)C=C(C1)Cl (3,5-dichloroaniline). RXN SMILES: Cl[C:2]1[C:7]([NH2:8])=[C:6](Cl)[C:5]([Cl:10])=[C:4](Cl)[C:3]=1[Cl:12].C1(O)C=CC=CC=1.[H][H]>[Pd].O.[Ta]>[Cl:10][C:5]1[CH:6]=[C:7]([CH:2]=[C:3]([Cl:12])[CH:4]=1)[NH2:8]. Procedure: 131 parts of a mixture of 2,3,4,5- and 2,3,5,6-tetrachloroaniline and pentachloroaniline in the ratio of 38:60:2 percent by weight and 200 parts of phenol are reacted with hydrogen over 20 parts of a 1% strength palladium/charcoal catalyst and a maximum pressure of 50 bar and at 170° C. in a tantalum autoclave, in the course of 10 hours, while stirring. After the autoclave has been cooled and the pressure released, the reaction mixture is diluted with 500 parts of water and separated off from th...